This data is from the Open Reaction Database (ORD), a public repository of structured organic reaction records. The task is: describe an organic reaction: reactants, conditions, products, and yield Starting materials: NC1=C(C=C(C=C1)F)C1=C(C(=O)N(C(C)C)C(C)C)C=CN=C1OCC (3-(2-amino-5-fluorophenyl)-2-ethoxy-N,N-diisopropylisonicotinamide), C[Si](N[Si](C)(C)C)(C)C.[Na] (sodium hexamethyldisilazane), CO (Methanol). Run in C1CCOC1 (THF). Run at time 30 minute. Yields the product C(C)OC1=C2C3=C(NC(C2=CC=N1)=O)C=CC(=C3)F (1-Ethoxy-9-fluorobenzo[c]-2,6-naphthyridin-5(6H)-one). Reaction SMILES: N[C:2]1[CH:7]=[CH:6][C:5]([F:8])=[CH:4][C:3]=1[C:9]1[C:23]([O:24][CH2:25][CH3:26])=[N:22][CH:21]=[CH:20][C:10]=1[C:11]([N:13](C(C)C)C(C)C)=[O:12].C[Si](C)(C)N[Si](C)(C)C.[Na].CO>C1COCC1>[CH2:25]([O:24][C:23]1[N:22]=[CH:21][CH:20]=[C:10]2[C:9]=1[C:3]1[CH:4]=[C:5]([F:8])[CH:6]=[CH:7][C:2]=1[NH:13][C:11]2=[O:12])[CH3:26] |f:1.2,^1:35|. Reported procedure: To a solution of 3-(2-amino-5-fluorophenyl)-2-ethoxy-N,N-diisopropylisonicotinamide (170 mg, 0.473 mmol) in THF (3153 μl), was added sodium hexamethyldisilazane (946 μl, 0.946 mmol, 1.0 M in THF). The reaction mixture was stirred at room temperature for 30 min. Methanol was added and the mixture was concentrated under reduced pressure. The residue was then triturated with diethyl ether (25 mL) and stirred for 1 h. The mixture was filtered through a frit, and the filter cake was collected and dri... Starting materials: [Li] (lithium), OC=1C=CC=C2C=CC=NC12 (8-hydroxyquinoline), [Cl-].[Cl-].[Cl-].[Cl-].C1(C=CC=C1)[Nb+4] (cyclopentadienyl niobium tetrachloride). The solvent is O1CCCC1 (tetrahydrofuran), O1CCCC1 (tetrahydrofuran). Conditions: time 8 hour. Product: [Cl-].[Cl-].[Cl-].N1=CC=CC2=CC=CC(=C12)O[Nb+3]C1C=CC=C1 ((8-Quinolinoxy) (Cyclopentadienyl) Niobium Trichloride). Reaction SMILES: [Li].[OH:2][C:3]1[CH:4]=[CH:5][CH:6]=[C:7]2[C:12]=1[N:11]=[CH:10][CH:9]=[CH:8]2.[Cl-:13].[Cl-].[Cl-].[Cl-].[CH:17]1([Nb+4:22])[CH:21]=[CH:20][CH:19]=[CH:18]1>O1CCCC1>[Cl-:13].[Cl-:13].[Cl-:13].[N:11]1[C:12]2[C:7](=[CH:6][CH:5]=[CH:4][C:3]=2[O:2][Nb+3:22][CH:17]2[CH:21]=[CH:20][CH:19]=[CH:18]2)[CH:8]=[CH:9][CH:10]=1 |f:2.3.4.5.6,8.9.10.11,^1:0|. Reported procedure: A solution of 0.01 moles of the lithium salt of 8-hydroxyquinoline in 30 mL of tetrahydrofuran (prepared as described in Example 3) is added dropwise to a solution of 0.01 moles of cyclopentadienyl niobium tetrachloride in 50 mL of tetrahydrofuran at −78° C. After warming to room temperature and stirring overnight, the suspension is filtered and the solvent evaporated under vacuum. The product is recovered by extraction with toluene and then isolated by evaporating the toluene. Polymers may be p... Reactants: OCC(O)CO (glycerine), C(CCCCCCC\C=C/CCCCCCCC)(=O)O (oleic acid). Run in O (water). Yields the product C(CCCCCCC\C=C/CCCCCCCC)(=O)O.OCC(O)CO.OCC(O)CO.OCC(O)CO.OCC(O)CO (Tetraglycerol monooleate). RXN SMILES: [OH:1][CH2:2][CH:3]([CH2:5][OH:6])[OH:4].[C:7]([OH:26])(=[O:25])[CH2:8][CH2:9][CH2:10][CH2:11][CH2:12][CH2:13][CH2:14]/[CH:15]=[CH:16]\[CH2:17][CH2:18][CH2:19][CH2:20][CH2:21][CH2:22][CH2:23][CH3:24]>O>[C:7]([OH:26])(=[O:25])[CH2:8][CH2:9][CH2:10][CH2:11][CH2:12][CH2:13][CH2:14]/[CH:15]=[CH:16]\[CH2:17][CH2:18][CH2:19][CH2:20][CH2:21][CH2:22][CH2:23][CH3:24].[OH:1][CH2:2][CH:3]([CH2:5][OH:6])[OH:4].[OH:1][CH2:2][CH:3]([CH2:5][OH:6])[OH:4].[OH:1][CH2:2][CH:3]([CH2:5][OH:6])[OH:4].[OH:1][CH2:2][CH:3]([CH2:5][OH:6])[OH:4] |f:3.4.5.6.7|. Procedure: 1000 g of glycerine and 767 g of oleic acid were reacted with the same catalyst and in similar way as in Example 6 until 260 g of total water was collected after 3 1/2-4 hours. The reactants are ice water, CC1=C(C(=O)NC2=CC=C(C=C2)C(=O)N2CC=3N(C4=CC=CC=C24)C=CC3)C=CC=C1 (2-methyl-N-[4-(pyrrolo[1,2-a]quinoxalin-5(4H)-ylcarbonyl)-phenyl]benzamide), ClN1C(CCC1=O)=O (N-chlorosuccinimide). Solvent: O1CCCC1 (tetrahydrofuran). Conditions: time 10 minute. The product is CC1=C(C(=O)NC2=CC=C(C=C2)C(=O)N2CC=3N(C4=CC=CC=C24)C(=CC3)Cl)C=CC=C1 (2-Methyl-N-[4-(1-chloropyrrolo[1,2-a]quinoxalin-5(4H)-ylcarbonyl)phenyl]benzamide). Reaction SMILES: [CH3:1][C:2]1[CH:31]=[CH:30][CH:29]=[CH:28][C:3]=1[C:4]([NH:6][C:7]1[CH:12]=[CH:11][C:10]([C:13]([N:15]2[C:24]3[C:19](=[CH:20][CH:21]=[CH:22][CH:23]=3)[N:18]3[CH:25]=[CH:26][CH:27]=[C:17]3[CH2:16]2)=[O:14])=[CH:9][CH:8]=1)=[O:5].[Cl:32]N1C(=O)CCC1=O>O1CCCC1>[CH3:1][C:2]1[CH:31]=[CH:30][CH:29]=[CH:28][C:3]=1[C:4]([NH:6][C:7]1[CH:8]=[CH:9][C:10]([C:13]([N:15]2[C:24]3[C:19](=[CH:20][CH:21]=[CH:22][CH:23]=3)[N:18]3[C:25]([Cl:32])=[CH:26][CH:27]=[C:17]3[CH2:16]2)=[O:14])=[CH:11][CH:12]=1)=[O:5]. Procedure: To an ice-water cooled suspension of 5 mmol of 2-methyl-N-[4-(pyrrolo[1,2-a]quinoxalin-5(4H)-ylcarbonyl)-phenyl]benzamide in 5 ml of tetrahydrofuran is added 5.5 mmol of N-chlorosuccinimide followed by continued stirring in the cold for 10 minutes. The bath is removed and stirring continued for 2.25 hours. The reaction mixture is added to ice-water and extracted with ether. The organic layer is dried and concentrated in vacuo to give the desired product as a solid. Starting materials: ice water, CC(=O)OCC1=C(N2[C@@H]([C@@H](C2=O)N)SC1)C(=O)O (7-aminocephalosporanic acid), CS(=O)(=O)O (methanesulfonic acid), B(OC)(OC)OC (trimethyl borate), N (ammonia). Run in C(Cl)Cl (methylene chloride). Reaction conditions: temperature 0 celsius, time 5 hour. Yields the product NC1[C@@H]2N(C(=C(CS2)COC)C(=O)O)C1=O (7-amino-3-methoxymethyl-3-cephem-4-carboxylic acid). Yield: 25.9%. RXN SMILES: C[C:2]([O:4][CH2:5][C:6]1[CH2:15][S:14][C@@H:9]2[C@H:10]([NH2:13])[C:11](=[O:12])[N:8]2[C:7]=1[C:16]([OH:18])=[O:17])=O.CS(O)(=O)=O.B(OC)(OC)OC.N>C(Cl)Cl>[NH2:13][CH:10]1[C:11](=[O:12])[N:8]2[C:7]([C:16]([OH:18])=[O:17])=[C:6]([CH2:5][O:4][CH3:2])[CH2:15][S:14][C@H:9]12. Procedure: 10 g of 7-aminocephalosporanic acid was added to 80 ml of methylene chloride and the resulting mixture was cooled to 0° C., and then, 36.2 m of methanesulfonic acid was added slowly thereto. 7.4 ml of trimethyl borate was added thereto at the above temperature and the resulting mixture was stirred at 0 ° C. for 5 hours, and then, the resulting mixture was added to ice-water. The pH of the mixture was adjusted to 3.5 with aqueous ammonia. The ocherous solid formed was isolated by filtration and w... Reactants: ClC1=CC(=C(C(=C1)C(F)(F)F)N)C#CC1=C(C=CC=C1)Cl (4-chloro-2-(2-chloro-phenylethynyl)-6-trifluoromethyl-phenylamine), C(C)OC(CC(=O)Cl)=O (chlorocarbonyl-acetic acid ethyl ester), solid. The product is C(C)OC(CC(=O)NC1=C(C=C(C=C1C(F)(F)F)Cl)C#CC1=C(C=CC=C1)Cl)=O (N-[4-Chloro-2-(2-chloro-phenylethynyl)-6-trifluoromethyl-phenyl]-malonamic acid ethyl ester). RXN SMILES: [Cl:1][C:2]1[CH:7]=[C:6]([C:8]([F:11])([F:10])[F:9])[C:5]([NH2:12])=[C:4]([C:13]#[C:14][C:15]2[CH:20]=[CH:19][CH:18]=[CH:17][C:16]=2[Cl:21])[CH:3]=1.[CH2:22]([O:24][C:25](=[O:30])[CH2:26][C:27](Cl)=[O:28])[CH3:23]>>[CH2:22]([O:24][C:25](=[O:30])[CH2:26][C:27]([NH:12][C:5]1[C:6]([C:8]([F:11])([F:10])[F:9])=[CH:7][C:2]([Cl:1])=[CH:3][C:4]=1[C:13]#[C:14][C:15]1[CH:20]=[CH:19][CH:18]=[CH:17][C:16]=1[Cl:21])=[O:28])[CH3:23]. Reported procedure: The title compound was prepared in analogy to example 29 step A from 4-chloro-2-(2-chloro-phenylethynyl)-6-trifluoromethyl-phenylamine and chlorocarbonyl-acetic acid ethyl ester. Off white solid (1.2 g, 45%) LC-MS (ESI): 444 (M+H)+. Reactants: ClC1=CC=C(N=N1)SC(C(CN1N=CN=C1)(O)C1=C(C=C(C=C1)F)F)(C)C ((+)-3-(6-chloropyridazin-3-ylthio)-2-(2,4-difluorophenyl)-3-methyl-1-(1H-1,2,4-triazol-1-yl)butan-2-ol), [I-].[Na+] (sodium iodide), N1N=CN=C1 (1,2,4-triazole), C([O-])([O-])=O.[K+].[K+] (potassium carbonate). The solvent is C(C)#N (acetonitrile). The product is FC1=C(C=CC(=C1)F)C(CN1N=CN=C1)(C(C)(SC=1N=NC(=CC1)N1N=CN=C1)C)O ((+)-2-(2,4-difluorophenyl)-3-methyl-1-(1H-1,2,4-triazol-1-yl)-3-(6-(1H-1,2,4-triazol-1-yl)pyridazin-3-ylthio)butan-2-ol). The yield is 69.2%. Reaction SMILES: Cl[C:2]1[N:7]=[N:6][C:5]([S:8][C:9]([CH3:27])([CH3:26])[C:10]([C:18]2[CH:23]=[CH:22][C:21]([F:24])=[CH:20][C:19]=2[F:25])([OH:17])[CH2:11][N:12]2[CH:16]=[N:15][CH:14]=[N:13]2)=[CH:4][CH:3]=1.[NH:28]1[CH:32]=[N:31][CH:30]=[N:29]1.C(=O)([O-])[O-].[K+].[K+].[I-].[Na+]>C(#N)C>[F:25][C:19]1[CH:20]=[C:21]([F:24])[CH:22]=[CH:23][C:18]=1[C:10]([OH:17])([C:9]([CH3:27])([S:8][C:5]1[N:6]=[N:7][C:2]([N:28]2[CH:32]=[N:31][CH:30]=[N:29]2)=[CH:3][CH:4]=1)[CH3:26])[CH2:11][N:12]1[CH:16]=[N:15][CH:14]=[N:13]1 |f:2.3.4,5.6|. Procedure: A mixture consisting of 1.6 g (3.9 mmol) of (+)-3-(6-chloropyridazin-3-ylthio)-2-(2,4-difluorophenyl)-3-methyl-1-(1H-1,2,4-triazol-1-yl)butan-2-ol, 1.0 g (14.5 mmol) of 1,2,4-triazole, 1.0 g (7.2 mmol) of potassium carbonate, 2.2 g (14.7 mmol) of sodium iodide, and 20 ml of acetonitrile was heated at reflux for 116 hours. After allowing the mixture to cool, the solvent was removed by distillation under reduced pressure, and to the residue was added a saturated sodium chloride aqueous solution, f... Reactants: C([O-])([O-])=O.[K+].[K+] (potassium carbonate), C(C)(=O)O[C@@H]1C[C@@H](C=C1)O ((1R,3S)-(+)-4-cyclopentene-1,3-diol 1-acetate), N1C=NC=C1 (imidazole), [Si](C)(C)(C(C)(C)C)Cl (tert-butyldimethylsilyl chloride). Run in O1CCCC1 (tetrahydrofuran). Reaction conditions: time 8 hour. Product: C(C)(C)(C)[Si](O[C@@H]1C=C[C@@H](C1)O)(C)C ((−)-(1R,4S)-4-(tert-butyl-dimethyl-silanyloxy)-cyclopent-2-enol). RXN SMILES: C([O:4][C@H:5]1[CH:9]=[CH:8][C@@H:7]([OH:10])[CH2:6]1)(=O)C.N1C=CN=C1.[Si:16](Cl)([C:19]([CH3:22])([CH3:21])[CH3:20])([CH3:18])[CH3:17].C(=O)([O-])[O-].[K+].[K+]>O1CCCC1>[C:19]([Si:16]([CH3:18])([CH3:17])[O:4][C@H:5]1[CH2:6][C@@H:7]([OH:10])[CH:8]=[CH:9]1)([CH3:22])([CH3:21])[CH3:20] |f:3.4.5|. Reported procedure: To a solution of (1R,3S)-(+)-4-cyclopentene-1,3-diol 1-acetate (1.0 g, 7.03 mmol) (Aldrich) and imidazole (960 mg, 14.06 mmol) (Aldrich) in tetrahydrofuran (35 mL) was added tert-butyldimethylsilyl chloride (1.27 g, 8.44 mmol) (Aldrich). The mixture was allowed to warm slowly to room temperature, stirred overnight and then partitioned between ethyl acetate and water. The organic layer was collected, dried over sodium sulfate, filtered and concentrated to a residue that was dissolved in methanol ... Starting materials: C1(CC1)C(C1(CCC(CC1)S(=O)(=O)CC1CC1)C#N)O (1-(cyclopropyl-hydroxy-methyl)-4-cyclopropylmethanesulfonyl-cyclohexanecarbonitrile), nitrile, O (water). The reagents and catalysts are [Ni] (Raney Nickel), [Ni] (Raney Nickel). The solvent is CCO (EtOH), N (ammonia), N (ammonia), CO (methanol), nitrile. Reaction conditions: time 40 hour. The product is NCC1(CCC(CC1)S(=O)(=O)CC1CC1)C(O)C1CC1 ((1-aminomethyl-4-cyclopropylmethanesulfonyl-cyclohexyl)-cyclopropyl-methanol). As a reaction SMILES: [CH:1]1([CH:4]([OH:20])[C:5]2([C:18]#[N:19])[CH2:10][CH2:9][CH:8]([S:11]([CH2:14][CH:15]3[CH2:17][CH2:16]3)(=[O:13])=[O:12])[CH2:7][CH2:6]2)[CH2:3][CH2:2]1.O>N.CO.[Ni].CCO>[NH2:19][CH2:18][C:5]1([CH:4]([CH:1]2[CH2:2][CH2:3]2)[OH:20])[CH2:10][CH2:9][CH:8]([S:11]([CH2:14][CH:15]2[CH2:17][CH2:16]2)(=[O:12])=[O:13])[CH2:7][CH2:6]1. Procedure details: To 1-(cyclopropyl-hydroxy-methyl)-4-cyclopropylmethanesulfonyl-cyclohexanecarbonitrile (1.90 g; 6.39 mmol) in 2 M ammonia in methanol solution (20 ml) (nitrile did not dissolve) under a nitrogen atmosphere was added Raney Nickel (approx. 1 ml of 50% aqueous slurry). The resulting mixture was agitated under an atmosphere of hydrogen (50 psi) on a Parr apparatus for 40 hours. MS indicated that very little reduction of the nitrile had taken place. The mixture was filtered through a catalyst filter ... Reactants: BrC=1C=CC(=C(C1)C(C(F)F)(CO)NC(C(C)Cl)=O)F (N-[1-(5-bromo-2-fluoro-phenyl)-2,2-difluoro-1-hydroxymethyl-ethyl]-2-chloro-propionamide), [OH-].[K+] (potassium hydroxide), [OH-].[K+] (potassium hydroxide). The solvent is C(C)#N (acetonitrile). Product: BrC=1C=CC(=C(C1)C1(COC(C(N1)=O)C)C(F)F)F (5-(5-Bromo-2-fluoro-phenyl)-5-difluoromethyl-2-methyl-morpholin-3-one). As a reaction SMILES: [Br:1][C:2]1[CH:3]=[CH:4][C:5]([F:20])=[C:6]([C:8]([NH:14][C:15](=[O:19])[CH:16](Cl)[CH3:17])([CH2:12][OH:13])[CH:9]([F:11])[F:10])[CH:7]=1.[OH-].[K+]>C(#N)C>[Br:1][C:2]1[CH:3]=[CH:4][C:5]([F:20])=[C:6]([C:8]2([CH:9]([F:11])[F:10])[NH:14][C:15](=[O:19])[CH:16]([CH3:17])[O:13][CH2:12]2)[CH:7]=1 |f:1.2|. Reported procedure: A solution of N-[1-(5-bromo-2-fluoro-phenyl)-2,2-difluoro-1-hydroxymethyl-ethyl]-2-chloro-propionamide first eluting diastereomer (442 mg, 1.180 mmol) in 4.4 mL acetonitrile was treated with potassium hydroxide (86 mg, 1.298 mmol) and stirred over night. Additional potassium hydroxide (26 mg, 0.472 mmol) was added and the reaction mixture was stirred for another night. Eventually, the reaction mixture was partitioned between 1N HCl and EtOAc. The layers were separated, washed with brine and EtOA...